Dataset: the Open Reaction Database (ORD), a public repository of structured organic reaction records. Task: describe an organic reaction: reactants, conditions, products, and yield Starting materials: FC1=CC=C(C=C1)C1=CC=C(C=C1)C(=O)OC (methyl 4'-fluoro-4-biphenylyl-carboxylate), [H-].[Al+3].[Li+].[H-].[H-].[H-] (lithium aluminum hydride), Cl (HCl). Run in C1CCOC1 (THF), C1CCOC1 (THF). Conditions: time 1 hour. Yields the product FC1=CC=C(C=C1)C1=CC=C(C=C1)CO (4'-fluoro-4-biphenylyl-methanol). As a reaction SMILES: [H-].[Al+3].[Li+].[H-].[H-].[H-].[F:7][C:8]1[CH:13]=[CH:12][C:11]([C:14]2[CH:19]=[CH:18][C:17]([C:20](OC)=[O:21])=[CH:16][CH:15]=2)=[CH:10][CH:9]=1.Cl>C1COCC1>[F:7][C:8]1[CH:9]=[CH:10][C:11]([C:14]2[CH:19]=[CH:18][C:17]([CH2:20][OH:21])=[CH:16][CH:15]=2)=[CH:12][CH:13]=1 |f:0.1.2.3.4.5|. Procedure: To a suspension of lithium aluminum hydride (2.86 g, 74.4 mmol) in THF (300 ml) at 0°, is added methyl 4'-fluoro-4-biphenylyl-carboxylate (8.67 g, 37.7 mmol) as a solution in THF (100 ml). The resulting mixture is stirred for 1 hour and subsequently allowed to warm to room temperature. The reaction mixture is chilled to 0° and 2N HCl (100 ml) is slowly added. The resulting mixture then is extracted with Et2O (2×150 ml). The combined organic portions are washed with saturated NaHCO3 solution (400... Starting materials: C1COCCO1, Clc1nccc2nc(-c3ccc(CN4CCC(c5nnc(-c6ncccn6)[nH]5)CC4)cc3)c(-c3ccccc3)cc12, NN. Yields the product NNc1nccc2nc(-c3ccc(CN4CCC(c5nnc(-c6ncccn6)[nH]5)CC4)cc3)c(-c3ccccc3)cc12. RXN SMILES: [CH2:44]1[O:45][CH2:46][CH2:47][O:48][CH2:49]1.[Cl:1][c:2]1[c:3]2[cH:4][c:5](-[c:36]3[cH:37][cH:38][cH:39][cH:40][cH:41]3)[c:6](-[c:12]3[cH:13][cH:14][c:15]([CH2:18][N:19]4[CH2:20][CH2:21][CH:22]([c:25]5[n:26][n:27][c:28](-[c:30]6[n:31][cH:32][cH:33][cH:34][n:35]6)[nH:29]5)[CH2:23][CH2:24]4)[cH:16][cH:17]3)[n:7][c:8]2[cH:9][cH:10][n:11]1.[NH2:42][NH2:43]>>[c:2]1([NH:42][NH2:43])[c:3]2[cH:4][c:5](-[c:36]3[cH:37][cH:38][cH:39][cH:40][cH:41]3)[c:6](-[c:12]3[cH:13][cH:14][c:15]([CH2:18][N:19]4[CH2:20][CH2:21][CH:22]([c:25]5[n:26][n:27][c:28](-[c:30]6[n:31][cH:32][cH:33][cH:34][n:35]6)[nH:29]5)[CH2:23][CH2:24]4)[cH:16][cH:17]3)[n:7][c:8]2[cH:9][cH:10][n:11]1. Starting materials: FC1=C(CN2CCN(CC2)C=2N=C3C(=NC2NC(C)C)CN(CC3)C(C)=O)C=CC(=C1)F (1-(2-(4-(2,4-difluorobenzyl)piperazin-1-yl)-3-(isopropylamino)-7,8-dihydropyrido[3,4-b]pyrazin-6(5H)-yl)ethanone), [OH-].[Na+] (NaOH), solution, Cl (HCl). Solvent: CO (MeOH). Reaction conditions: temperature 65 celsius, time 16 hour. Product: FC1=C(CN2CCN(CC2)C=2N=C3C(=NC2NC(C)C)CNCC3)C=CC(=C1)F (2-(4-(2,4-difluorobenzyl)piperazin-1-yl)-N-isopropyl-5,6,7,8-tetrahydropyrido[3,4-b]pyrazin-3-amine). The yield is 76.1%. Reaction SMILES: [F:1][C:2]1[CH:31]=[C:30]([F:32])[CH:29]=[CH:28][C:3]=1[CH2:4][N:5]1[CH2:10][CH2:9][N:8]([C:11]2[N:12]=[C:13]3[CH2:24][CH2:23][N:22](C(=O)C)[CH2:21][C:14]3=[N:15][C:16]=2[NH:17][CH:18]([CH3:20])[CH3:19])[CH2:7][CH2:6]1.[OH-].[Na+].Cl>CO>[F:1][C:2]1[CH:31]=[C:30]([F:32])[CH:29]=[CH:28][C:3]=1[CH2:4][N:5]1[CH2:10][CH2:9][N:8]([C:11]2[N:12]=[C:13]3[CH2:24][CH2:23][NH:22][CH2:21][C:14]3=[N:15][C:16]=2[NH:17][CH:18]([CH3:20])[CH3:19])[CH2:7][CH2:6]1 |f:1.2|. Reported procedure: To a solution of 1-(2-(4-(2,4-difluorobenzyl)piperazin-1-yl)-3-(isopropylamino)-7,8-dihydropyrido[3,4-b]pyrazin-6(5H)-yl)ethanone (0.367 g, 0.826 mmol) in MeOH (4 mL) was added NaOH, 15% solution (2.201 g, 8.26 mmol) at 23° C. The reaction mixture was stirred at 65° C. for 16 hr, cooled to 23° C., and neutralized with 1N HCl (9.5 mL) to furnish a suspension. The crude mixture was concentrated via rotary evaporation, cooled to 23° C., and stirred overnight. The resulting solid was filtered, rinse... The reactants are NC1=NC(=CC(=N1)C)C (2-amino-4,6-dimethylpyrimidine), C1(=CC=CC=C1)C1=C(C=CC=C1)S(=O)(=O)N=C=S (2-phenylbenzenesulfonyl isothiocyanate). Solvent: C1(=CC=CC=C1)C (toluene). Yields the product C=1(C(=CC=CC1)S(=O)(=O)NC(=S)NC1=NC(=CC(=N1)C)C)C1=CC=CC=C1 (1-(2-biphenylsulfonyl)3-(4,6-dimethylpyrimidin-2-yl)thiourea). Yield: 77.9%. Reaction SMILES: [NH2:1][C:2]1[N:7]=[C:6]([CH3:8])[CH:5]=[C:4]([CH3:9])[N:3]=1.[C:10]1([C:16]2[CH:21]=[CH:20][CH:19]=[CH:18][C:17]=2[S:22]([N:25]=[C:26]=[S:27])(=[O:24])=[O:23])[CH:15]=[CH:14][CH:13]=[CH:12][CH:11]=1>C1(C)C=CC=CC=1>[C:16]1([C:10]2[CH:11]=[CH:12][CH:13]=[CH:14][CH:15]=2)[C:17]([S:22]([NH:25][C:26]([NH:1][C:2]2[N:7]=[C:6]([CH3:8])[CH:5]=[C:4]([CH3:9])[N:3]=2)=[S:27])(=[O:23])=[O:24])=[CH:18][CH:19]=[CH:20][CH:21]=1. Procedure: 77 g of potassium N-(2-biphenylylsulfonyl)carbonimidodithioate prepared in accordance with Example 2 was suspended in 100 ml of toluene, and 37 ml of thionyl chloride was added to the suspension at 0° to 10° C. over the course of 1 hour. After the addition, the mixture was stirred at room temperature for 2 hours. The reaction mixture was filtered, and the filtrate was concentrated under reduced pressure. Distillation at reduced pressure gave 2-phenylbenzenesulfonyl isothiocyanate. On the other h... RXN SMILES: N1(C2N=CN=C(NC3C=C(CS(N)(=O)=O)C=CC=3)N=2)CCCCC1.Cl[C:26]1[N:31]=[CH:30][N:29]=[C:28]([NH:32][C:33]2[CH:34]=[C:35]([CH2:39][S:40]([NH2:43])(=[O:42])=[O:41])[CH:36]=[CH:37][CH:38]=2)[N:27]=1.[OH:44][CH2:45][CH:46]1[CH2:51][NH:50][CH2:49][CH2:48][NH:47]1>>[OH:44][CH2:45][CH:46]1[CH2:51][NH:50][CH2:49][CH2:48][N:47]1[C:26]1[N:31]=[CH:30][N:29]=[C:28]([NH:32][C:33]2[CH:34]=[C:35]([CH2:39][S:40]([NH2:43])(=[O:42])=[O:41])[CH:36]=[CH:37][CH:38]=2)[N:27]=1. Starting materials: N1(CCCCC1)C1=NC(=NC=N1)NC=1C=C(C=CC1)CS(=O)(=O)N (3-[(4-(Piperidin-1-yl)-1,3,5-triazin-2-yl)amino]benzenemethane sulfonamide), ClC1=NC(=NC=N1)NC=1C=C(C=CC1)CS(=O)(=O)N (3-[(4-Chloro-1,3,5-triazin-2-yl)amino]benzenemethanesulfonamide), OCC1NCCNC1 (rac-2-(hydroxymethyl)piperazine). Reported procedure: B13 was prepared following the procedure reported for B1 using A1 and rac-2-(hydroxymethyl)piperazine. MS (ES) C15H21N7O3S requires: 379. found: 380 (M+H)+. Product: OCC1N(CCNC1)C1=NC(=NC=N1)NC=1C=C(C=CC1)CS(=O)(=O)N (rac-3-[(4-(2-(Hydroxymethyl)piperazin-1-yl)-1,3,5-triazin-2-yl)amino]benzenemethanesulfonamide). Starting materials: CCOC(=O)C=Cc1ccc(N2CCC(=O)CC2)cc1, CS(=O)(=O)Nc1cc(C(O)CN)ccc1O. The product is CCOC(=O)C=Cc1ccc(N2CCC(NCC(O)c3ccc(O)c(NS(C)(=O)=O)c3)CC2)cc1. Reaction SMILES: [CH2:1]([CH3:2])[O:3][C:4]([CH:5]=[CH:6][c:7]1[cH:8][cH:9][c:10]([N:13]2[CH2:14][CH2:15][C:16](=[O:19])[CH2:17][CH2:18]2)[cH:11][cH:12]1)=[O:20].[NH2:21][CH2:22][CH:23]([OH:24])[c:25]1[cH:26][cH:27][c:28]([OH:36])[c:29]([NH:31][S:32](=[O:33])(=[O:34])[CH3:35])[cH:30]1>>[CH2:1]([CH3:2])[O:3][C:4]([CH:5]=[CH:6][c:7]1[cH:8][cH:9][c:10]([N:13]2[CH2:14][CH2:15][CH:16]([NH:21][CH2:22][CH:23]([OH:24])[c:25]3[cH:26][cH:27][c:28]([OH:36])[c:29]([NH:31][S:32](=[O:33])(=[O:34])[CH3:35])[cH:30]3)[CH2:17][CH2:18]2)[cH:11][cH:12]1)=[O:20]. The reactants are [Cr](=O)(=O)([O-])Cl.[NH+]1=CC=CC=C1 (Pyridiniumchlorochromate), ClC1=C(C=CC(=C1)C1=NC(=NO1)C1=CC=C(C=C1)CO)C1=CC=CC=C1 ({4-[5-(2-chlorobiphenyl-4-yl)-[1,2,4]-oxadiazol-3-yl]-phenyl}-methanol). Solvent: ClCCl (dichloromethane). Reaction conditions: time 30 minute. Product: ClC1=C(C=CC(=C1)C1=NC(=NO1)C1=CC=C(C=O)C=C1)C1=CC=CC=C1 (4-[5-(2-chlorobiphenyl-4-yl)-[1,2,4]-oxadiazol-3-yl]-benzaldehyde). Reaction SMILES: [Cr](Cl)([O-])(=O)=O.[NH+]1C=CC=CC=1.[Cl:12][C:13]1[CH:18]=[C:17]([C:19]2[O:23][N:22]=[C:21]([C:24]3[CH:29]=[CH:28][C:27]([CH2:30][OH:31])=[CH:26][CH:25]=3)[N:20]=2)[CH:16]=[CH:15][C:14]=1[C:32]1[CH:37]=[CH:36][CH:35]=[CH:34][CH:33]=1>ClCCl>[Cl:12][C:13]1[CH:18]=[C:17]([C:19]2[O:23][N:22]=[C:21]([C:24]3[CH:29]=[CH:28][C:27]([CH:30]=[O:31])=[CH:26][CH:25]=3)[N:20]=2)[CH:16]=[CH:15][C:14]=1[C:32]1[CH:33]=[CH:34][CH:35]=[CH:36][CH:37]=1 |f:0.1|. Procedure: Pyridiniumchlorochromate (3.6 g, 0.017 mol) is added to a solution of {4-[5-(2-chlorobiphenyl-4-yl)-[1,2,4]-oxadiazol-3-yl]-phenyl}-methanol (4.0 g, 0.011 mol) in dichloromethane (40 mL). The reaction mixture is stirred at room temperature for 30 minutes, filtered and washed with dichloromethane (40 mL). Filtrate is concentrated under reduced pressure to give crude which is purified by column chromatography (230; 400 mesh: 9.5:0.5 toluene:ethyl acetate) to yield 4-[5-(2-chlorobiphenyl-4-yl)-[1,2... Starting materials: Cl, Cl, Cl, O=C(O)CC1COCCO1, NC1CCC(CCN2CCN(c3nccc4c3CCO4)CC2)CC1. Product: O=C(CC1COCCO1)NC1CCC(CCN2CCN(c3nccc4c3CCO4)CC2)CC1. As a reaction SMILES: [ClH:1].[ClH:2].[ClH:3].[O:28]1[CH:29]([CH2:34][C:35](=[O:36])[OH:37])[CH2:30][O:31][CH2:32][CH2:33]1.[O:4]1[CH2:5][CH2:6][c:7]2[c:8]([N:13]3[CH2:14][CH2:15][N:16]([CH2:19][CH2:20][CH:21]4[CH2:22][CH2:23][CH:24]([NH2:27])[CH2:25][CH2:26]4)[CH2:17][CH2:18]3)[n:9][cH:10][cH:11][c:12]21>>[O:4]1[CH2:5][CH2:6][c:7]2[c:8]([N:13]3[CH2:14][CH2:15][N:16]([CH2:19][CH2:20][CH:21]4[CH2:22][CH2:23][CH:24]([NH:27][C:35]([CH2:34][CH:29]5[O:28][CH2:33][CH2:32][O:31][CH2:30]5)=[O:36])[CH2:25][CH2:26]4)[CH2:17][CH2:18]3)[n:9][cH:10][cH:11][c:12]21. Starting materials: CC(C)(C)OC(=O)NN, N#Cc1cccc(C=O)c1, CCO. The product is CC(C)(C)OC(=O)NN=Cc1cccc(C#N)c1. As a reaction SMILES: [C:11]([CH3:12])([CH3:13])([CH3:14])[O:15][C:16]([NH:17][NH2:18])=[O:19].[C:1](#[N:2])[c:3]1[cH:4][c:5]([CH:6]=[O:7])[cH:8][cH:9][cH:10]1.[CH3:20][CH2:21][OH:22]>>[C:1](#[N:2])[c:3]1[cH:4][c:5]([CH:6]=[N:18][NH:17][C:16]([O:15][C:11]([CH3:12])([CH3:13])[CH3:14])=[O:19])[cH:8][cH:9][cH:10]1.